This data is from the Open Reaction Database (ORD), a public repository of structured organic reaction records. The task is: describe an organic reaction: reactants, conditions, products, and yield Reactants: C(C(C)C)C=1C(=C(SC1)NC(=O)OC(C)(C)C)NC(=O)OC(C)(C)C (di-t-butyl 4-isobutylthiophene-2,3-dicarbamate), C(C(=O)OCC)(=O)OCC (diethyl oxalate). The solvent is C(C)(=O)O (acetic acid). Yields the product C(C(C)C)C1=CSC=2NC(C(NC21)=O)=O (7-Isobutylthieno[2,3-b)pyrazine-2,3(1H,4H)-dione). The yield is 62.4%. As a reaction SMILES: [CH2:1]([C:5]1[C:6]([NH:18][C:19]([O:21]C(C)(C)C)=O)=[C:7]([NH:10][C:11](OC(C)(C)C)=[O:12])[S:8][CH:9]=1)[CH:2]([CH3:4])[CH3:3].C(OCC)(=O)C(OCC)=O>C(O)(=O)C>[CH2:1]([C:5]1[C:6]2[NH:18][C:19](=[O:21])[C:11](=[O:12])[NH:10][C:7]=2[S:8][CH:9]=1)[CH:2]([CH3:4])[CH3:3]. Procedure details: A mixture of di-t-butyl 4-isobutylthiophene-2,3-dicarbamate (3.70 g, 10 mmol), diethyl oxalate (30 ml, 220 mmol) and glacial acetic acid (30 ml) was refluxed for 20h. The mixture was concentrated and the residue was recrystallized from aqueous acetic acid to afford 1.4 g (62.5%) of the title compound. M.p.>270° C. 1H-NMR (DMSO-d6, δ): 0-9 (d, 6H), 1.75 (m, 1H), 2.45 (d, 2H), 6.75 (s, 1H), 11.9 (s, 1H), 12.2 (br.s, 1H).